Dataset: the Open Reaction Database (ORD), a public repository of structured organic reaction records. Task: describe an organic reaction: reactants, conditions, products, and yield The reactants are CC(C)(C)c1cc(C(=S)S)cc(C(C)(C)C)c1O, C=Cc1ccccc1, Cc1ccccc1. The product is CC(SC(=S)c1cc(C(C)(C)C)c(O)c(C(C)(C)C)c1)c1ccccc1. As a reaction SMILES: [C:1]([CH3:2])([CH3:3])([CH3:4])[c:5]1[cH:6][c:7]([C:8](=[S:9])[SH:10])[cH:11][c:12]([C:15]([CH3:16])([CH3:17])[CH3:18])[c:13]1[OH:14].[CH2:19]=[CH:20][c:21]1[cH:22][cH:23][cH:24][cH:25][cH:26]1.[CH3:27][c:28]1[cH:29][cH:30][cH:31][cH:32][cH:33]1>>[C:1]([CH3:2])([CH3:3])([CH3:4])[c:5]1[cH:6][c:7]([C:8](=[S:9])[S:10][CH:20]([CH3:19])[c:21]2[cH:22][cH:23][cH:24][cH:25][cH:26]2)[cH:11][c:12]([C:15]([CH3:16])([CH3:17])[CH3:18])[c:13]1[OH:14].